Dataset: the Open Reaction Database (ORD), a public repository of structured organic reaction records. Task: describe an organic reaction: reactants, conditions, products, and yield Starting materials: COc1cc(F)c(-c2c(-c3ccc(Cl)cc3)c(C)n[nH]c2=O)c(F)c1, O=P(Cl)(Cl)Cl. Product: COc1cc(F)c(-c2c(Cl)nnc(C)c2-c2ccc(Cl)cc2)c(F)c1. As a reaction SMILES: [Cl:1][c:2]1[cH:3][cH:4][c:5](-[c:8]2[c:9](-[c:16]3[c:17]([F:25])[cH:18][c:19]([O:23][CH3:24])[cH:20][c:21]3[F:22])[c:10](=[O:15])[nH:11][n:12][c:13]2[CH3:14])[cH:6][cH:7]1.[P:26]([Cl:27])([Cl:28])([Cl:29])=[O:30]>>[Cl:1][c:2]1[cH:3][cH:4][c:5](-[c:8]2[c:9](-[c:16]3[c:17]([F:25])[cH:18][c:19]([O:23][CH3:24])[cH:20][c:21]3[F:22])[c:10]([Cl:28])[n:11][n:12][c:13]2[CH3:14])[cH:6][cH:7]1. Starting materials: CC1(C)CC(c2cccc(N)c2)Nc2ccc(C(F)(F)F)cc21, ClCCl, O=S(=O)(Cl)c1ccccc1F, c1ccncc1. Product: CC1(C)CC(c2cccc(NS(=O)(=O)c3ccccc3F)c2)Nc2ccc(C(F)(F)F)cc21. Reaction SMILES: [CH3:1][C:2]1([CH3:23])[CH2:3][CH:4]([c:16]2[cH:17][c:18]([NH2:22])[cH:19][cH:20][cH:21]2)[NH:5][c:6]2[cH:7][cH:8][c:9]([C:12]([F:13])([F:14])[F:15])[cH:10][c:11]21.[Cl:41][CH2:42][Cl:43].[F:30][c:31]1[c:32]([S:37](=[O:38])(=[O:39])[Cl:40])[cH:33][cH:34][cH:35][cH:36]1.[cH:24]1[cH:25][cH:26][n:27][cH:28][cH:29]1>>[CH3:1][C:2]1([CH3:23])[CH2:3][CH:4]([c:16]2[cH:17][c:18]([NH:22][S:37]([c:32]3[c:31]([F:30])[cH:36][cH:35][cH:34][cH:33]3)(=[O:38])=[O:39])[cH:19][cH:20][cH:21]2)[NH:5][c:6]2[cH:7][cH:8][c:9]([C:12]([F:13])([F:14])[F:15])[cH:10][c:11]21. Yields the product ClC1=CC=C(C=C1)C#C (1-Chloro-4-ethynylbenzene). Reaction conditions: temperature -78 celsius, time 2 hour. Reactants: ClC1=CC=C(C=O)C=C1 (p-chlorobenzaldehyde), CC(C)([O-])C.[K+] (potassium tert.-butoxide), [Br-].BrC[P+](C1=CC=CC=C1)(C1=CC=CC=C1)C1=CC=CC=C1 (bromomethyltriphenylphosphonium bromide), CC(C)([O-])C.[K+] (potassium tert.-butoxide), [Cl-].[NH4+] (ammonium chloride). RXN SMILES: [Br-].Br[CH2:3][P+](C1C=CC=CC=1)(C1C=CC=CC=1)C1C=CC=CC=1.CC(C)([O-])C.[K+].[Cl:29][C:30]1[CH:37]=[CH:36][C:33]([CH:34]=O)=[CH:32][CH:31]=1.[Cl-].[NH4+]>C1COCC1.O>[Cl:29][C:30]1[CH:37]=[CH:36][C:33]([C:34]#[CH:3])=[CH:32][CH:31]=1 |f:0.1,2.3,5.6|. Procedure details: Dissolve 276.5 g (0.634 mole) of bromomethyltriphenylphosphonium bromide in 1800 ml THF and cool to -78° C. Add 67.6 g (0.062 mole) potassium tert.-butoxide and stir at -78° C. for 2 hours. Add 89.12 g p-chlorobenzaldehyde in 200 ml THF to cold reaction mixture and stir for 30 minutes. Add 142.3 g potassium tert.-butoxide and then allow to warm to room temperature. After 18 hours, add 500 ml saturated aqueous ammonium chloride solution and 500 ml H2O and extract with 500 ml diethyl ether. Wash o... Run in C1CCOC1 (THF), C1CCOC1 (THF), O (H2O). The reactants are NC(CONC(=O)C1C(N(C(C2=CC=CC=C12)=O)C1C(CCCC1)NS(=O)(=O)C)C1=C(C=C(C=C1)Cl)Cl)=NO ((3RS,4RS)—N-[2-amino-2-(hydroxyimino)ethoxy]-3-(2,4-dichlorophenyl)-2-{(1SR,2SR)-2-[(mesyl)amino]cyclohexyl}-1-oxo-1,2,3,4-tetrahydroisoquinoline-4-carboxamide), N1=CC=CC=C1 (pyridine), ClC(C(=O)OC)=O (methyl chloro(oxo)acetate). Solvent: ClC(C)Cl (dichloroethane). Conditions: temperature 0 celsius, time 20 minute. The product is ClC1=C(C=CC(=C1)Cl)C1N(C(C2=CC=CC=C2C1C(=O)NOCC1=NOC(=N1)C(=O)OC)=O)C1C(CCCC1)NS(=O)(=O)C (methyl 3-{[({[(3RS,4RS)-3-(2,4-dichlorophenyl)-2-{(1SR,2SR)-2-[(mesyl)amino]cyclohexyl}-1-oxo-1,2,3,4-tetrahydroisoquinolin-4-yl]carbonyl}amino)oxy]methyl}-1,2,4-oxadiazole-5-carboxylate). As a reaction SMILES: [NH2:1][C:2](=[N:38][OH:39])[CH2:3][O:4][NH:5][C:6]([CH:8]1[C:17]2[C:12](=[CH:13][CH:14]=[CH:15][CH:16]=2)[C:11](=[O:18])[N:10]([CH:19]2[CH2:24][CH2:23][CH2:22][CH2:21][CH:20]2[NH:25][S:26]([CH3:29])(=[O:28])=[O:27])[CH:9]1[C:30]1[CH:35]=[CH:34][C:33]([Cl:36])=[CH:32][C:31]=1[Cl:37])=[O:7].N1C=CC=CC=1.Cl[C:47](=O)[C:48]([O:50][CH3:51])=[O:49]>ClC(Cl)C>[Cl:37][C:31]1[CH:32]=[C:33]([Cl:36])[CH:34]=[CH:35][C:30]=1[CH:9]1[CH:8]([C:6]([NH:5][O:4][CH2:3][C:2]2[N:1]=[C:47]([C:48]([O:50][CH3:51])=[O:49])[O:39][N:38]=2)=[O:7])[C:17]2[C:12](=[CH:13][CH:14]=[CH:15][CH:16]=2)[C:11](=[O:18])[N:10]1[CH:19]1[CH2:24][CH2:23][CH2:22][CH2:21][CH:20]1[NH:25][S:26]([CH3:29])(=[O:27])=[O:28]. Procedure: To a solution of 1000 mg of (3RS,4RS)—N-[2-amino-2-(hydroxyimino)ethoxy]-3-(2,4-dichlorophenyl)-2-{(1SR,2SR)-2-[(mesyl)amino]cyclohexyl}-1-oxo-1,2,3,4-tetrahydroisoquinoline-4-carboxamide in 26 ml of dichloroethane was added dropwise 0.4 ml of pyridine, and then 0.23 ml of methyl chloro(oxo)acetate was added dropwise thereto under ice-cooling, followed by stirring at 0° C. for 10 minutes, at room temperature for 20 minutes, and at 80° C. for 2 hours. The reaction solution was cooled to room temp...